From a dataset of the Open Reaction Database (ORD), a public repository of structured organic reaction records. describe an organic reaction: reactants, conditions, products, and yield Reactants: CC(=O)SC1CC(COCCO)N(C(=O)OCc2ccc([N+](=O)[O-])cc2)C1, CC#N, O. The product is CC(=O)SC1CC(COCCOC(N)=O)N(C(=O)OCc2ccc([N+](=O)[O-])cc2)C1. As a reaction SMILES: [C:1]([CH3:2])(=[O:3])[S:4][CH:5]1[CH2:6][CH:7]([CH2:23][O:24][CH2:25][CH2:26][OH:27])[N:8]([C:10](=[O:11])[O:12][CH2:13][c:14]2[cH:15][cH:16][c:17]([N+:20](=[O:21])[O-:22])[cH:18][cH:19]2)[CH2:9]1.[CH3:29][C:30]#[N:31].[OH2:28]>>[C:1]([CH3:2])(=[O:3])[S:4][CH:5]1[CH2:6][CH:7]([CH2:23][O:24][CH2:25][CH2:26][O:27][C:30](=[O:28])[NH2:31])[N:8]([C:10](=[O:11])[O:12][CH2:13][c:14]2[cH:15][cH:16][c:17]([N+:20](=[O:21])[O-:22])[cH:18][cH:19]2)[CH2:9]1. Starting materials: CC1(OB(OC1(C)C)C1=CC=C(OC2=CC(=C(C#N)C=C2)C(F)(F)F)C=C1)C (4-(4-(4,4,5,5-tetramethyl-1,3,2-dioxaborolan-2-yl)phenoxy)-2-(trifluoromethyl)benzonitrile), ClC1=NC(=CC(=N1)C(=O)O)C=C (2-chloro-6-vinylpyrimidine-4-carboxylic acid), C([O-])([O-])=O.[Cs+].[Cs+] (cesium carbonate), Cl (HCl). Reagents/catalysts: Cl[Pd]([P](C1=CC=CC=C1)(C2=CC=CC=C2)C3=CC=CC=C3)([P](C4=CC=CC=C4)(C5=CC=CC=C5)C6=CC=CC=C6)Cl (PdCl2(PPh3)2). Solvent: COCCOC (DME), CCO (EtOH), O (water), O (water). Reaction conditions: temperature 90 celsius. Product: C(#N)C1=C(C=C(OC2=CC=C(C=C2)C2=NC(=CC(=N2)C(=O)O)C=C)C=C1)C(F)(F)F (2-(4-(4-cyano-3-(trifluoromethyl)phenoxy)phenyl)-6-vinylpyrimidine-4-carboxylic acid). Reaction SMILES: CC1(C)C(C)(C)OB([C:9]2[CH:27]=[CH:26][C:12]([O:13][C:14]3[CH:21]=[CH:20][C:17]([C:18]#[N:19])=[C:16]([C:22]([F:25])([F:24])[F:23])[CH:15]=3)=[CH:11][CH:10]=2)O1.Cl[C:30]1[N:35]=[C:34]([C:36]([OH:38])=[O:37])[CH:33]=[C:32]([CH:39]=[CH2:40])[N:31]=1.C(=O)([O-])[O-].[Cs+].[Cs+].Cl>COCCOC.CCO.O.Cl[Pd](Cl)([P](C1C=CC=CC=1)(C1C=CC=CC=1)C1C=CC=CC=1)[P](C1C=CC=CC=1)(C1C=CC=CC=1)C1C=CC=CC=1>[C:18]([C:17]1[CH:20]=[CH:21][C:14]([O:13][C:12]2[CH:11]=[CH:10][C:9]([C:30]3[N:35]=[C:34]([C:36]([OH:38])=[O:37])[CH:33]=[C:32]([CH:39]=[CH2:40])[N:31]=3)=[CH:27][CH:26]=2)=[CH:15][C:16]=1[C:22]([F:25])([F:24])[F:23])#[N:19] |f:2.3.4,^1:60,79|. Procedure: A 100 mL round bottom flask was charged with 4-(4-(4,4,5,5-tetramethyl-1,3,2-dioxaborolan-2-yl)phenoxy)-2-(trifluoromethyl)benzonitrile (1.5 g, 3.86 mmol), 2-chloro-6-vinylpyrimidine-4-carboxylic acid (709.5 mg, 3.86 mmol), PdCl2(PPh3)2 (190 mg, 0.27 mmol), and cesium carbonate (2.5 g, 7.72 mmol) in DME (8 mL), EtOH (4 mL), and water (8 mL). The reaction mixture was heated to 90° C. for 10 hours. The reaction mixture was diluted with 100 mL water, acidified to pH 5 with aqueous 4N HCl, and extra... The reactants are N1=C(C=CC=C1)C(=O)NN (2-pyridinecarboxylic acid hydrazide), C(C1=CC=CC=C1)N=C=S (benzyl isothiocyanate), BrCC1=CC=NC=C1 (4-bromomethylpyridine). The product is C(C1=CC=CC=C1)N1C(=NN=C1SCC1=CC=NC=C1)C1=NC=CC=C1 (2-[4-benzyl-5-[(pyridine-4-ylmethyl)thio)-4H-1,2,4-triazol-3-yl]pyridine). Reaction SMILES: [N:1]1[CH:6]=[CH:5][CH:4]=[CH:3][C:2]=1[C:7]([NH:9][NH2:10])=O.[CH2:11]([N:18]=[C:19]=[S:20])[C:12]1[CH:17]=[CH:16][CH:15]=[CH:14][CH:13]=1.Br[CH2:22][C:23]1[CH:28]=[CH:27][N:26]=[CH:25][CH:24]=1>>[CH2:11]([N:18]1[C:19]([S:20][CH2:22][C:23]2[CH:28]=[CH:27][N:26]=[CH:25][CH:24]=2)=[N:10][N:9]=[C:7]1[C:2]1[CH:3]=[CH:4][CH:5]=[CH:6][N:1]=1)[C:12]1[CH:17]=[CH:16][CH:15]=[CH:14][CH:13]=1. Procedure: This compound was synthesized using the same methodology as described in Example 1 above, using 2-pyridinecarboxylic acid hydrazide, benzyl isothiocyanate and 4-bromomethylpyridine as the starting materials. (M+H)+−360. The reactants are C(C)OC(=O)[C@@H](C)N[C@@H](CC(C)C)C(=O)O (N[1-(R)-Ethoxycarbonylethyl]-L-leucine), Cl.C(C)N=C=NCCCN(C)C (N-ethyl-N'-(3-dimethylaminopropyl)-carbodiimide hydrochloride), ON1N=NC2=C1C=CC=C2 (1-hydroxybenzotriazole), C(CC1=CC=CC=C1)N (phenethylamine), CN1CCOCC1 (N-Methyl-morpholine). Solvent: CN(C)C=O (DMF). Product: C(CC1=CC=CC=C1)NC([C@@H](N[C@H](C)C(=O)OCC)CC(C)C)=O (N[1-(R)-ethoxycarbonylethyl]-L-leucine N-phenethylamide). The yield is 95.2%. Reaction SMILES: [CH2:1]([O:3][C:4]([C@H:6]([NH:8][C@H:9]([C:14]([OH:16])=O)[CH2:10][CH:11]([CH3:13])[CH3:12])[CH3:7])=[O:5])[CH3:2].Cl.C(N=C=NCCCN(C)C)C.ON1C2C=CC=CC=2N=N1.[CH2:39]([NH2:47])[CH2:40][C:41]1[CH:46]=[CH:45][CH:44]=[CH:43][CH:42]=1.CN1CCOCC1>CN(C=O)C>[CH2:39]([NH:47][C:14](=[O:16])[C@H:9]([CH2:10][CH:11]([CH3:12])[CH3:13])[NH:8][C@@H:6]([C:4]([O:3][CH2:1][CH3:2])=[O:5])[CH3:7])[CH2:40][C:41]1[CH:46]=[CH:45][CH:44]=[CH:43][CH:42]=1 |f:1.2|. Reported procedure: N[1-(R)-Ethoxycarbonylethyl]-L-leucine (1.39 g, 6 mM), N-ethyl-N'-(3-dimethylaminopropyl)-carbodiimide hydrochloride (1.16 g, 6 mM), 1-hydroxybenzotriazole (0.93 g, 6 mM) and phenethylamine (0.7 g, 6 mM) were dissolved in DMF (50 ml) at -6°. N-Methyl-morpholine (0.62 g, 6.2 mM) was added and the reaction mixture allowed to warm to room temperature. After 12 h the solvent was removed in vacuo. The residue in EtOAc (150 ml) was washed with H2O (2×100 ml), dried and evaporated in vacuo to yield an ... Reactants: [Br-], C1CCOC1, CC(C)(C)[O-], C[P+](c1ccccc1)(c1ccccc1)c1ccccc1, Cc1cc2c(cc1C(=O)c1ccccc1I)C(C)(C)CCC2(C)C, [K+]. Yields the product C=C(c1cc2c(cc1C)C(C)(C)CCC2(C)C)c1ccccc1I. As a reaction SMILES: [Br-:31].[CH2:52]1[O:53][CH2:54][CH2:55][CH2:56]1.[CH3:1][C:2]([CH3:3])([O-:4])[CH3:5].[CH3:32][P+:33]([c:34]1[cH:35][cH:36][cH:37][cH:38][cH:39]1)([c:40]1[cH:41][cH:42][cH:43][cH:44][cH:45]1)[c:46]1[cH:47][cH:48][cH:49][cH:50][cH:51]1.[I:7][c:8]1[c:9]([C:14](=[O:15])[c:16]2[cH:17][c:18]3[c:23]([cH:24][c:25]2[CH3:26])[C:22]([CH3:27])([CH3:28])[CH2:21][CH2:20][C:19]3([CH3:29])[CH3:30])[cH:10][cH:11][cH:12][cH:13]1.[K+:6]>>[CH2:1]=[C:14]([c:9]1[c:8]([I:7])[cH:13][cH:12][cH:11][cH:10]1)[c:16]1[cH:17][c:18]2[c:23]([cH:24][c:25]1[CH3:26])[C:22]([CH3:27])([CH3:28])[CH2:21][CH2:20][C:19]2([CH3:29])[CH3:30]. Starting materials: FC(S(=O)(=O)O)(F)F (trifluoromethanesulfonic acid), BrC=1C=C2C(=CC(NC2=CC1)=O)O (6-bromo-4-hydroxyquinolin-2(1H)-one), Intermediate 8, C(C)(=O)OI(OC(C)=O)C1=CC=CC=C1 ((diacetoxyiodo)benzene). Run in ClCCl (dichloromethane). Run at time 2 hour. Product: FC(S(=O)(=O)[O-])(F)F.BrC=1C=C2C(=C(C(NC2=CC1)=O)[I+]C1=CC=CC=C1)O ((6-Bromo-4-hydroxy-2-oxo-1,2-dihydroquinolin-3-yl)(phenyl)iodoniumtrifluoromethane sulfonate). As a reaction SMILES: [Br:1][C:2]1[CH:3]=[C:4]2[C:9](=[CH:10][CH:11]=1)[NH:8][C:7](=[O:12])[CH:6]=[C:5]2[OH:13].C(O[I:18]([C:23]1[CH:28]=[CH:27][CH:26]=[CH:25][CH:24]=1)OC(=O)C)(=O)C.[F:29][C:30]([F:36])([F:35])[S:31]([OH:34])(=[O:33])=[O:32]>ClCCl>[F:29][C:30]([F:36])([F:35])[S:31]([O-:34])(=[O:33])=[O:32].[Br:1][C:2]1[CH:3]=[C:4]2[C:9](=[CH:10][CH:11]=1)[NH:8][C:7](=[O:12])[C:6]([I+:18][C:23]1[CH:28]=[CH:27][CH:26]=[CH:25][CH:24]=1)=[C:5]2[OH:13] |f:4.5|. Procedure: To a suspension of 6-bromo-4-hydroxyquinolin-2(1H)-one (11.0 g, 45.8 mmol, Intermediate 8, step a) and (diacetoxyiodo)benzene (13.4 g, 41.7 mmol) in dichloromethane (180 mL) at 0° C. was added trifluoromethanesulfonic acid (4.06 mL, 45.8 mmol) dropwise. The resulting mixture was stirred in an ice-water bath for 1 hour and at room temperature for 2 hours to receive a suspension which was filtered. The solid product was washed with dichloromethane and dried under vacuum at 50° C. for 12 hours to y...